Dataset: the Open Reaction Database (ORD), a public repository of structured organic reaction records. Task: describe an organic reaction: reactants, conditions, products, and yield As a reaction SMILES: [Cl:1][C:2]1[N:3]=[C:4]([O:10][CH3:11])[C:5]([NH2:9])=[N:6][C:7]=1[Cl:8].[Cl:12][C:13]1[C:14]([CH3:23])=[C:15]([S:19](Cl)(=[O:21])=[O:20])[CH:16]=[CH:17][CH:18]=1>>[Cl:12][C:13]1[C:14]([CH3:23])=[C:15]([S:19]([NH:9][C:5]2[C:4]([O:10][CH3:11])=[N:3][C:2]([Cl:1])=[C:7]([Cl:8])[N:6]=2)(=[O:21])=[O:20])[CH:16]=[CH:17][CH:18]=1. Reactants: ClC=1N=C(C(=NC1Cl)N)OC (5,6-dichloro-3-methoxy-2-pyrazinamine), ClC=1C(=C(C=CC1)S(=O)(=O)Cl)C (3-chloro-2-methylbenzenesulphonyl chloride). Procedure: Prepared by the method of Example 1 (reaction performed at room temperature) using 5,6-dichloro-3-methoxy-2-pyrazinamine (0.1 g) and 3-chloro-2-methylbenzenesulphonyl chloride (0.14 g). Yield 0.13 g. The product is ClC=1C(=C(C=CC1)S(=O)(=O)NC1=NC(=C(N=C1OC)Cl)Cl)C (3-Chloro-N-(5,6-dichloro-3-methoxy-2-pyrazinyl)-2-methylbenzenesulphonamide).